Dataset: the Open Reaction Database (ORD), a public repository of structured organic reaction records. Task: describe an organic reaction: reactants, conditions, products, and yield Reagents/catalysts: [Cu]Br (copper (I) bromide). The product is N=1N(N=NC1)C1=CC=C(C=C1)Br (4-(Tetrazol-2-yl)bromobenzene). Procedure details: 4-(Tetrazol-2-yl)aniline (450 mg, 2.8 mmol) in 48% HBr (10 ml) at -5° C. was stiired while sodium nitrite (193 mg, 2.8 mmol) was added portionwise over 5 minutes. The brown sludge was left stirring for 15 minutes and then added portionwise over 5 minutes to a refluxing mixture of copper (I) bromide (401 mg, 2.8 mmol) in 48% HBr (2 ml). The mixture was then heated at reflux for 1 minute, allowed to cool slightly, and poured into 10% ethylene diamine solution (20 ml). The aqueous solution was extr... Reactants: N=1N(N=NC1)C1=CC=C(N)C=C1 (4-(Tetrazol-2-yl)aniline), Br (HBr), Br (HBr), N(=O)[O-].[Na+] (sodium nitrite), C(CN)N (ethylene diamine). The yield is 38.0%. Run at time 15 minute. Reaction SMILES: [N:1]1[N:2]([C:6]2[CH:12]=[CH:11][C:9](N)=[CH:8][CH:7]=2)[N:3]=[N:4][CH:5]=1.N([O-])=O.[Na+].C(N)CN.[BrH:21]>[Cu]Br>[N:1]1[N:2]([C:6]2[CH:12]=[CH:11][C:9]([Br:21])=[CH:8][CH:7]=2)[N:3]=[N:4][CH:5]=1 |f:1.2|.